From a dataset of the Open Reaction Database (ORD), a public repository of structured organic reaction records. describe an organic reaction: reactants, conditions, products, and yield Starting materials: BrC=1C=CC(=NC1)NC(C#N)(CC)C (2-[(5-bromopyridin-2-yl)amino]-2-methylbutanenitrile), CC=1C=C(C=C(C1)B1OC(C(O1)(C)C)(C)C)NC1=NC=CC(=N1)C(F)(F)F (N-[3-methyl-5-(4,4,5,5-tetramethyl-1,3,2-dioxaborolan-2-yl)phenyl]-4-(trifluoromethyl)pyrimidin-2-amine), C([O-])([O-])=O.[Na+].[Na+] (sodium carbonate). Reagents/catalysts: C1=CC=C(C=C1)P([C-]2C=CC=C2)C3=CC=CC=C3.C1=CC=C(C=C1)P([C-]2C=CC=C2)C3=CC=CC=C3.Cl[Pd]Cl.[Fe+2].ClCCl (PdCl2(dppf) dichloromethane). Run in 2-methyl-THF, O (water). Run at temperature 100 celsius. The product is CC(C#N)(CC)NC1=NC=C(C=C1)C1=CC(=CC(=C1)NC1=NC=CC(=N1)C(F)(F)F)C (2-methyl-2-{[5-(3-methyl-5-{[4-(trifluoromethyl)pyrimidin-2-yl]amino}phenyl)pyridin-2-yl]amino}butanenitrile). Reaction SMILES: Br[C:2]1[CH:3]=[CH:4][C:5]([NH:8][C:9]([CH3:14])([CH2:12][CH3:13])[C:10]#[N:11])=[N:6][CH:7]=1.[CH3:15][C:16]1[CH:17]=[C:18]([NH:31][C:32]2[N:37]=[C:36]([C:38]([F:41])([F:40])[F:39])[CH:35]=[CH:34][N:33]=2)[CH:19]=[C:20](B2OC(C)(C)C(C)(C)O2)[CH:21]=1.C(=O)([O-])[O-].[Na+].[Na+]>O.C1C=CC(P(C2C=CC=CC=2)[C-]2C=CC=C2)=CC=1.C1C=CC(P(C2C=CC=CC=2)[C-]2C=CC=C2)=CC=1.Cl[Pd]Cl.[Fe+2].ClCCl>[CH3:14][C:9]([NH:8][C:5]1[CH:4]=[CH:3][C:2]([C:20]2[CH:19]=[C:18]([NH:31][C:32]3[N:37]=[C:36]([C:38]([F:41])([F:40])[F:39])[CH:35]=[CH:34][N:33]=3)[CH:17]=[C:16]([CH3:15])[CH:21]=2)=[CH:7][N:6]=1)([CH2:12][CH3:13])[C:10]#[N:11] |f:2.3.4,6.7.8.9.10|. Procedure details: Argon was bubbled through a mixture of 2-[(5-bromopyridin-2-yl)amino]-2-methylbutanenitrile (327 mg, 1.29 mmol), N-[3-methyl-5-(4,4,5,5-tetramethyl-1,3,2-dioxaborolan-2-yl)phenyl]-4-(trifluoromethyl)pyrimidin-2-amine (488 mg, 1.29 mmol), and sodium carbonate (2 M, 1.28 mL, 2.57 mmol) in 2-methyl-THF (6.43 mL) for ˜5 minutes. PdCl2(dppf)-dichloromethane adduct (52.5 mg, 0.064 mmol) was added and the reaction was heated to 100° C. overnight. The cooled reaction mixture was diluted with water and e... Starting materials: O=C([O-])O, CCC(C)(C)O, COC(=O)Cc1ccc(Cl)[n+]([O-])c1, O=C(NC1CCNCC1)c1nnc(Nc2ccccc2F)o1, [Na+]. Yields the product COC(=O)Cc1ccc(N2CCC(NC(=O)c3nnc(Nc4ccccc4F)o3)CC2)[n+]([O-])c1. RXN SMILES: [C:36](=[O:37])([O-:38])[OH:39].[CH3:41][C:42]([OH:43])([CH2:44][CH3:45])[CH3:46].[Cl:23][c:24]1[cH:25][cH:26][c:27]([CH2:31][C:32](=[O:33])[O:34][CH3:35])[cH:28][n+:29]1[O-:30].[F:1][c:2]1[c:3]([NH:8][c:9]2[n:10][n:11][c:12]([C:14](=[O:15])[NH:16][CH:17]3[CH2:18][CH2:19][NH:20][CH2:21][CH2:22]3)[o:13]2)[cH:4][cH:5][cH:6][cH:7]1.[Na+:40]>>[F:1][c:2]1[c:3]([NH:8][c:9]2[n:10][n:11][c:12]([C:14](=[O:15])[NH:16][CH:17]3[CH2:18][CH2:19][N:20]([c:24]4[cH:25][cH:26][c:27]([CH2:31][C:32](=[O:33])[O:34][CH3:35])[cH:28][n+:29]4[O-:30])[CH2:21][CH2:22]3)[o:13]2)[cH:4][cH:5][cH:6][cH:7]1. Reactants: ClC=1C=C2C=C(NC2=C(C1)N)C1=CC=CC=C1 ([5-Chloro-2-phenyl-1H-indol-7-yl]amine), C(=O)(OC(C)(C)C)N1CCC(CC1)=O (1-BOC-4-piperidinone). The product is ClC=1C=C2C=C(NC2=C(C1)NC1CCNCC1)C1=CC=CC=C1 ((5-Chloro-2-phenyl-1H-indol-7-yl)-piperidin-4-yl-amine). RXN SMILES: [Cl:1][C:2]1[CH:3]=[C:4]2[C:8](=[C:9]([NH2:11])[CH:10]=1)[NH:7][C:6]([C:12]1[CH:17]=[CH:16][CH:15]=[CH:14][CH:13]=1)=[CH:5]2.C([N:25]1[CH2:30][CH2:29][C:28](=O)[CH2:27][CH2:26]1)(OC(C)(C)C)=O>>[Cl:1][C:2]1[CH:3]=[C:4]2[C:8](=[C:9]([NH:11][CH:28]3[CH2:29][CH2:30][NH:25][CH2:26][CH2:27]3)[CH:10]=1)[NH:7][C:6]([C:12]1[CH:17]=[CH:16][CH:15]=[CH:14][CH:13]=1)=[CH:5]2. Reported procedure: 7-Amino-5-chloro-2-phenyl-1H-indole prepared in Example 3 and 1-BOC-4-piperidinone were reacted according to the same procedure as Step B of Example 1 to give the title compound. Reactants: COC(=O)C(C)Cc1cc2cc(OCc3ccccc3)ccc2[nH]1, CCO, [Pd]. Product: COC(=O)C(C)Cc1cc2cc(O)ccc2[nH]1. As a reaction SMILES: [CH3:1][CH:2]([C:3](=[O:4])[O:5][CH3:6])[CH2:7][c:8]1[nH:9][c:10]2[cH:11][cH:12][c:13]([O:17][CH2:18][c:19]3[cH:20][cH:21][cH:22][cH:23][cH:24]3)[cH:14][c:15]2[cH:16]1.[CH3:25][CH2:26][OH:27].[Pd:28]>>[CH3:1][CH:2]([C:3](=[O:4])[O:5][CH3:6])[CH2:7][c:8]1[nH:9][c:10]2[cH:11][cH:12][c:13]([OH:17])[cH:14][c:15]2[cH:16]1. Starting materials: Cl.Cl.CO[C@@H]1[C@H](CN(C1)CC(NC=1SC=2CCCNC2N1)=O)NC(=O)C=1SC(=CC1)Cl (5-chloro-thiophene-2-carboxylic acid {(3S,4S)-4-methoxy-1-[(4,5,6,7-tetrahydro-thiazolo[5,4]pyridin-2-ylcarbamoyl)-methyl]-pyrrolidin-3-yl}-amide dihydrochloride), BrCC1CC1 (1-(bromomethyl)cyclopropane). Yields the product C1(CC1)CC1NC2=C(CC1)SC(=N2)NC(=O)CN2C[C@@H]([C@H](C2)OC)NC(=O)C=2SC(=CC2)Cl (5-chloro-thiophene-2-carboxylic acid {(3S,4S)-1-[(5-cyclopropylmethyl-4,5,6,7-tetrahydro-thiazolo[5,4]pyridin-2-ylcarbamoyl)-methyl]-4-methoxy-pyrrolidin-3-yl}-amide). RXN SMILES: Cl.Cl.[CH3:3][O:4][C@H:5]1[CH2:9][N:8]([CH2:10][C:11](=[O:22])[NH:12][C:13]2[S:14][C:15]3[CH2:16][CH2:17][CH2:18][NH:19][C:20]=3[N:21]=2)[CH2:7][C@@H:6]1[NH:23][C:24]([C:26]1[S:27][C:28]([Cl:31])=[CH:29][CH:30]=1)=[O:25].Br[CH2:33][CH:34]1[CH2:36][CH2:35]1>>[CH:34]1([CH2:33][CH:18]2[CH2:17][CH2:16][C:15]3[S:14][C:13]([NH:12][C:11]([CH2:10][N:8]4[CH2:9][C@H:5]([O:4][CH3:3])[C@@H:6]([NH:23][C:24]([C:26]5[S:27][C:28]([Cl:31])=[CH:29][CH:30]=5)=[O:25])[CH2:7]4)=[O:22])=[N:21][C:20]=3[NH:19]2)[CH2:36][CH2:35]1 |f:0.1.2|. Procedure details: In analogy to example 94.3 5-chloro-thiophene-2-carboxylic acid {(3S,4S)-4-methoxy-1-[(4,5,6,7-tetrahydro-thiazolo[5,4]pyridin-2-ylcarbamoyl)-methyl]-pyrrolidin-3-yl}-amide dihydrochloride (example 94.2) was reacted with 1-(bromomethyl)cyclopropane to give 5-chloro-thiophene-2-carboxylic acid {(3S,4S)-1-[(5-cyclopropylmethyl-4,5,6,7-tetrahydro-thiazolo[5,4]pyridin-2-ylcarbamoyl)-methyl]-4-methoxy-pyrrolidin-3-yl}-amide. Yellow solid. MS 510.5 ([M+H]+) The reactants are C(C=C)(=O)N1CCCC2=CC(=C(C=C12)[N+](=O)[O-])OC (1-acryloyl-6-(methyloxy)-7-nitro-1,2,3,4-tetrahydroquinoline), CNC (dimethyl amine). The solvent is CO (methanol). Reaction conditions: temperature 65 celsius. Yields the product CN(CCC(=O)N1CCCC2=CC(=C(C=C12)[N+](=O)[O-])OC)C (N,N-dimethyl-3-[6-(methyloxy)-7-nitro-3,4-dihydro-1(2H)-quinolinyl]-3-oxo-1-propanamine). Reaction SMILES: [C:1]([N:5]1[C:14]2[C:9](=[CH:10][C:11]([O:18][CH3:19])=[C:12]([N+:15]([O-:17])=[O:16])[CH:13]=2)[CH2:8][CH2:7][CH2:6]1)(=[O:4])[CH:2]=[CH2:3].[CH3:20][NH:21][CH3:22]>CO>[CH3:20][N:21]([CH3:22])[CH2:3][CH2:2][C:1]([N:5]1[C:14]2[C:9](=[CH:10][C:11]([O:18][CH3:19])=[C:12]([N+:15]([O-:17])=[O:16])[CH:13]=2)[CH2:8][CH2:7][CH2:6]1)=[O:4]. Procedure details: 1-acryloyl-6-(methyloxy)-7-nitro-1,2,3,4-tetrahydroquinoline (crude from previous reaction, assumed 0.91 mmol) was dissolved in methanol (5 mL), treated with excess dimethyl amine (5.0 mL, 10 mmol, 2 M in THF, Aldrich), and the reaction heated in a sealed tube at 65° C. for 16 h. The mixture was cooled, concentrated, and partitioned between ethyl acetate and saturated aqueous sodium bicarbonate. The aqueous layer was separated and then back-extracted with dichloromethane. The organic layers were... Starting materials: ClCCl, CNc1nc(SC)nc(NC)c1[N+](=O)[O-], CO, O=C(OO)c1cccc(Cl)c1. Product: CNc1nc(S(C)=O)nc(NC)c1[N+](=O)[O-]. RXN SMILES: [CH2:29]([Cl:30])[Cl:31].[CH3:1][S:2][c:3]1[n:4][c:5]([NH:14][CH3:15])[c:6]([N+:11](=[O:12])[O-:13])[c:7]([NH:9][CH3:10])[n:8]1.[CH3:27][OH:28].[Cl:16][c:17]1[cH:18][cH:19][cH:20][c:21]([C:22]([O:23][OH:25])=[O:24])[cH:26]1>>[CH3:1][S:2]([c:3]1[n:4][c:5]([NH:14][CH3:15])[c:6]([N+:11](=[O:12])[O-:13])[c:7]([NH:9][CH3:10])[n:8]1)=[O:24]. Reactants: OCC1NCCCC1 (2-hydroxymethylpiperidine), ClC1=CC(=C(C=C1OC)N=C=S)F (4-chloro-2-fluoro-5-methoxyphenyl isothiocyanate). Run in CCOCC (ether). Reaction conditions: temperature 30 celsius, time 2 hour. Product: ClC1=CC(=C(C=C1OC)NC(=S)N1C(CCCC1)CO)F (1-[N-(4-chloro-2-fluoro-5-methoxyphenyl)thiocarbamoyl]-2-hydroxymethylpiperidine). Isolated yield 98.0%. Reaction SMILES: [OH:1][CH2:2][CH:3]1[CH2:8][CH2:7][CH2:6][CH2:5][NH:4]1.[Cl:9][C:10]1[C:15]([O:16][CH3:17])=[CH:14][C:13]([N:18]=[C:19]=[S:20])=[C:12]([F:21])[CH:11]=1>CCOCC>[Cl:9][C:10]1[C:15]([O:16][CH3:17])=[CH:14][C:13]([NH:18][C:19]([N:4]2[CH2:5][CH2:6][CH2:7][CH2:8][CH:3]2[CH2:2][OH:1])=[S:20])=[C:12]([F:21])[CH:11]=1. Procedure: 11.5 g (0.10 mol) of 2-hydroxymethylpiperidine are dissolved in 100 ml of ether, and 21.8 g (0.10 mol) of 4-chloro-2-fluoro-5-methoxyphenyl isothiocyanate are added dropwise at RT. The mixture is stirred for 2 hours at 30° C., washed with twice 100 ml of water and dried over sodium sulfate, and the solvent is removed. 32.6 g (98% of theory) of 1-[N-(4-chloro-2-fluoro-5-methoxyphenyl)thiocarbamoyl]-2-hydroxymethylpiperidine are obtained in the form of a pale yellow viscous oil. Reactants: [Br-].BrC1=CC=C(C[P+](C2=CC=CC=C2)(C2=CC=CC=C2)C2=CC=CC=C2)C=C1 (4-Bromobenzyltriphenylphosphonium bromide), C[Si](C)(C)[N-][Si](C)(C)C.[Li+] (Lithium bis(trimethylsilyl)amide), CC(CC(=O)C1=CC=C(C(=O)OC)C=C1)C (methyl 4-(3-methylbutanoyl)benzoate). Solvent: C1(=CC=CC=C1)C (toluene), C1(=CC=CC=C1)C (toluene), O (water), C(C)(=O)OCC (ethyl acetate). Conditions: temperature 0 celsius, time 1 hour. Product: BrC1=CC=C(C=C1)C=C(CC(C)C)C1=CC=C(C(=O)OC)C=C1 (methyl 4-(1-(4-bromophenyl)-4-methylpent-1-en-2-yl)benzoate). Yield: 60.6%. As a reaction SMILES: [Br-].[Br:2][C:3]1[CH:28]=[CH:27][C:6]([CH2:7][P+](C2C=CC=CC=2)(C2C=CC=CC=2)C2C=CC=CC=2)=[CH:5][CH:4]=1.C[Si]([N-][Si](C)(C)C)(C)C.[Li+].[CH3:39][CH:40]([CH3:54])[CH2:41][C:42]([C:44]1[CH:53]=[CH:52][C:47]([C:48]([O:50][CH3:51])=[O:49])=[CH:46][CH:45]=1)=O>C1(C)C=CC=CC=1.O.C(OCC)(=O)C>[Br:2][C:3]1[CH:4]=[CH:5][C:6]([CH:7]=[C:42]([C:44]2[CH:45]=[CH:46][C:47]([C:48]([O:50][CH3:51])=[O:49])=[CH:52][CH:53]=2)[CH2:41][CH:40]([CH3:54])[CH3:39])=[CH:27][CH:28]=1 |f:0.1,2.3|. Reported procedure: 4-Bromobenzyltriphenylphosphonium bromide (2.07 g, 4.40 mmol) was suspended in toluene (4.0 mL) and cooled to 0° C. Lithium bis(trimethylsilyl)amide (4.04 mL, 1.0 M in toluene) was added. The ice bath was removed and the reaction was allowed to warm to room temperature and stir for 1 hour. A solution of Intermediate (10) (180 mg, 0.817 mmol) in toluene (0.8 mL) was then added drop-wise, and the reaction was allowed to stir for 18 hours. The reaction was diluted with water and ethyl acetate. The ... The reactants are CNC(=O)c1ccc(Oc2ccc3c(c2)CCN(C(=O)OC(C)(C)C)CC3)nc1, Cl, C1COCCO1. Product: CNC(=O)c1ccc(Oc2ccc3c(c2)CCNCC3)nc1. RXN SMILES: [CH3:1][NH:2][C:3](=[O:4])[c:5]1[cH:6][cH:7][c:8]([O:11][c:12]2[cH:13][c:14]3[c:15]([cH:28][cH:29]2)[CH2:16][CH2:17][N:18]([C:21]([O:22][C:23]([CH3:24])([CH3:25])[CH3:26])=[O:27])[CH2:19][CH2:20]3)[n:9][cH:10]1.[ClH:30].[O:31]1[CH2:32][CH2:33][O:34][CH2:35][CH2:36]1>>[CH3:1][NH:2][C:3](=[O:4])[c:5]1[cH:6][cH:7][c:8]([O:11][c:12]2[cH:13][c:14]3[c:15]([cH:28][cH:29]2)[CH2:16][CH2:17][NH:18][CH2:19][CH2:20]3)[n:9][cH:10]1.